This data is from the Open Reaction Database (ORD), a public repository of structured organic reaction records. The task is: describe an organic reaction: reactants, conditions, products, and yield The reactants are CC(C)(CN)CN, CCO, N#Cc1cnc2c(c1)N(S(=O)(=O)c1ccc(C(F)(F)F)cc1)CCO2, S. Product: CC1(C)CN=C(c2cnc3c(c2)N(S(=O)(=O)c2ccc(C(F)(F)F)cc2)CCO3)NC1. RXN SMILES: [CH3:26][C:27]([CH2:28][NH2:29])([CH2:30][NH2:31])[CH3:32].[CH3:34][CH2:35][OH:36].[F:1][C:2]([c:3]1[cH:4][cH:5][c:6]([S:9](=[O:10])(=[O:11])[N:12]2[c:13]3[c:14]([n:18][cH:19][c:20]([C:22]#[N:23])[cH:21]3)[O:15][CH2:16][CH2:17]2)[cH:7][cH:8]1)([F:24])[F:25].[S:33]>>[F:1][C:2]([c:3]1[cH:4][cH:5][c:6]([S:9](=[O:10])(=[O:11])[N:12]2[c:13]3[c:14]([n:18][cH:19][c:20]([C:22]4=[N:23][CH2:30][C:27]([CH3:26])([CH3:32])[CH2:28][NH:29]4)[cH:21]3)[O:15][CH2:16][CH2:17]2)[cH:7][cH:8]1)([F:24])[F:25]. Reactants: C(C)OC(C1=C(C=CC=C1O)CBr)=O (2-Bromomethyl-6-hydroxy-benzoic acid ethyl ester), C(C)(C)(C)C1=CC=C(N)C=C1 (4-t-butylaniline). Run in CC(C)O (iPrOH). Yields the product C(C)(C)(C)C1=CC=C(C=C1)N1C(C2=C(C=CC=C2C1)O)=O (2-(4-t-butyl-phenyl)-7-hydroxy-2,3-dihydro-isoindol-1-one). Reported procedure: 2-Bromomethyl-6-hydroxy-benzoic acid ethyl ester (2.005 g), and 4-t-butylaniline (1.616 g) were put into 4 microwave reaction tubes along with 4.2 mL of iPrOH in each tube. The tubes were subjected to 170° C., 10 min of microwave. The resulting precipitate was collected via filtration and washed with iPrOH to obtain 2-(4-t-butyl-phenyl)-7-hydroxy-2,3-dihydro-isoindol-1-one as a white solid. Run at time 10 minute. RXN SMILES: C(O[C:4](=[O:14])[C:5]1[C:10]([OH:11])=[CH:9][CH:8]=[CH:7][C:6]=1[CH2:12]Br)C.[C:15]([C:19]1[CH:25]=[CH:24][C:22]([NH2:23])=[CH:21][CH:20]=1)([CH3:18])([CH3:17])[CH3:16]>CC(O)C>[C:15]([C:19]1[CH:20]=[CH:21][C:22]([N:23]2[CH2:12][C:6]3[C:5](=[C:10]([OH:11])[CH:9]=[CH:8][CH:7]=3)[C:4]2=[O:14])=[CH:24][CH:25]=1)([CH3:18])([CH3:16])[CH3:17].